This data is from the Open Reaction Database (ORD), a public repository of structured organic reaction records. The task is: describe an organic reaction: reactants, conditions, products, and yield The reactants are CCOC(=O)C(C)Br, Cn1c(C(F)(F)F)cnc(-c2ccc(F)c(N)c2)c1=O, O. Yields the product CCOC(=O)C(C)Nc1cc(-c2ncc(C(F)(F)F)n(C)c2=O)ccc1F. As a reaction SMILES: [Br:21][CH:22]([C:23](=[O:24])[O:25][CH2:26][CH3:27])[CH3:28].[NH2:1][c:2]1[c:3]([F:20])[cH:4][cH:5][c:6](-[c:8]2[c:9](=[O:19])[n:10]([CH3:18])[c:11]([C:14]([F:15])([F:16])[F:17])[cH:12][n:13]2)[cH:7]1.[OH2:29]>>[NH:1]([c:2]1[c:3]([F:20])[cH:4][cH:5][c:6](-[c:8]2[c:9](=[O:19])[n:10]([CH3:18])[c:11]([C:14]([F:15])([F:16])[F:17])[cH:12][n:13]2)[cH:7]1)[CH:22]([C:23](=[O:24])[O:25][CH2:26][CH3:27])[CH3:28]. Starting materials: CCN=C=NCCCN(C)C, CNc1nc(NC2CCC(C(=O)O)CC2)nc(N2CCN(C)CC2)n1, CN(C)c1ccncc1, NCc1ccc(Cl)cc1Cl, ClCCl, Cl. Product: CNc1nc(NC2CCC(C(=O)NCc3ccc(Cl)cc3Cl)CC2)nc(N2CCN(C)CC2)n1. RXN SMILES: [CH2:37]([N:38]=[C:39]=[N:40][CH2:41][CH2:42][CH2:43][N:44]([CH3:45])[CH3:46])[CH3:47].[CH3:1][NH:2][c:3]1[n:4][c:5]([NH:16][CH:17]2[CH2:18][CH2:19][CH:20]([C:23](=[O:24])[OH:25])[CH2:21][CH2:22]2)[n:6][c:7]([N:9]2[CH2:10][CH2:11][N:12]([CH3:15])[CH2:13][CH2:14]2)[n:8]1.[CH3:48][N:49]([c:50]1[cH:51][cH:52][n:53][cH:54][cH:55]1)[CH3:56].[Cl:26][c:27]1[c:28]([CH2:34][NH2:35])[cH:29][cH:30][c:31]([Cl:33])[cH:32]1.[Cl:57][CH2:58][Cl:59].[ClH:36]>>[CH3:1][NH:2][c:3]1[n:4][c:5]([NH:16][CH:17]2[CH2:18][CH2:19][CH:20]([C:23](=[O:24])[NH:35][CH2:34][c:28]3[c:27]([Cl:26])[cH:32][c:31]([Cl:33])[cH:30][cH:29]3)[CH2:21][CH2:22]2)[n:6][c:7]([N:9]2[CH2:10][CH2:11][N:12]([CH3:15])[CH2:13][CH2:14]2)[n:8]1. The reactants are NC1CCCc2ccccc21, O=C(O)c1cccc(S(=O)(=O)N2CCCCC2)c1. Yields the product O=C(NC1CCCc2ccccc21)c1cccc(S(=O)(=O)N2CCCCC2)c1. Reaction SMILES: [CH:19]1([NH2:29])[CH2:20][CH2:21][CH2:22][c:23]2[cH:24][cH:25][cH:26][cH:27][c:28]21.[N:1]1([S:7](=[O:8])(=[O:9])[c:10]2[cH:11][c:12]([C:13](=[O:14])[OH:15])[cH:16][cH:17][cH:18]2)[CH2:2][CH2:3][CH2:4][CH2:5][CH2:6]1>>[N:1]1([S:7](=[O:8])(=[O:9])[c:10]2[cH:11][c:12]([C:13](=[O:15])[NH:29][CH:19]3[CH2:20][CH2:21][CH2:22][c:23]4[cH:24][cH:25][cH:26][cH:27][c:28]43)[cH:16][cH:17][cH:18]2)[CH2:2][CH2:3][CH2:4][CH2:5][CH2:6]1.